This data is from the Open Reaction Database (ORD), a public repository of structured organic reaction records. The task is: describe an organic reaction: reactants, conditions, products, and yield Starting materials: CCc1c(Br)n(COc2ccccc2)c(=O)[nH]c1=O, Sc1cccnc1. Yields the product CCc1c(Sc2cccnc2)n(COc2ccccc2)c(=O)[nH]c1=O. RXN SMILES: [Br:1][c:2]1[c:3]([CH2:18][CH3:19])[c:4](=[O:17])[nH:5][c:6](=[O:16])[n:7]1[CH2:8][O:9][c:10]1[cH:11][cH:12][cH:13][cH:14][cH:15]1.[n:20]1[cH:21][c:22]([SH:26])[cH:23][cH:24][cH:25]1>>[c:2]1([S:26][c:22]2[cH:21][n:20][cH:25][cH:24][cH:23]2)[c:3]([CH2:18][CH3:19])[c:4](=[O:17])[nH:5][c:6](=[O:16])[n:7]1[CH2:8][O:9][c:10]1[cH:11][cH:12][cH:13][cH:14][cH:15]1. Product: CC(O)C(Nc1ccc(C#N)c(Cl)c1)C(=O)O. Reaction SMILES: [CH3:25][S:26]([CH3:27])=[O:28].[Cl:15][c:16]1[c:17]([C:18]#[N:19])[cH:20][cH:21][c:22]([F:24])[cH:23]1.[K+:10].[K+:9].[NH2:1][CH:2]([CH:3]([OH:4])[CH3:5])[C:6](=[O:7])[OH:8].[O-:11][C:12]([O-:13])=[O:14]>>[NH:1]([CH:2]([CH:3]([OH:4])[CH3:5])[C:6](=[O:7])[OH:8])[c:22]1[cH:21][cH:20][c:17]([C:18]#[N:19])[c:16]([Cl:15])[cH:23]1. Reactants: CS(C)=O, N#Cc1ccc(F)cc1Cl, [K+], [K+], CC(O)C(N)C(=O)O, O=C([O-])[O-]. Starting materials: dichloride, solution, CC(C[Mg]Br)CC (2-methylbutyl-magnesium bromide), solution, CC(C[Mg]Br)CC (2-methylbutylmagnesium bromide), CSC1=NC(=C(C(=N1)C)C1=C(C=C(C=C1F)F)F)Cl (2-methylthio-4-methyl-5-(2,4,6-trifluorophenyl)-6-chloropyrimidine), dichloride. Run in C1(=CC=CC=C1)C (toluene). Reaction conditions: time 2 hour. Product: CSC1=NC(=C(C(=N1)C)C1=C(C=C(C=C1F)F)F)CC(CC)C (2-Methylthio-4-methyl-5-(2,4,6-trifluorophenyl)-6-(2-methylbutyl)pyrimidine). RXN SMILES: [CH3:1][CH:2]([CH2:6][CH3:7])[CH2:3][Mg]Br.[CH3:8][S:9][C:10]1[N:15]=[C:14]([CH3:16])[C:13]([C:17]2[C:22]([F:23])=[CH:21][C:20]([F:24])=[CH:19][C:18]=2[F:25])=[C:12](Cl)[N:11]=1>C1(C)C=CC=CC=1>[CH3:8][S:9][C:10]1[N:15]=[C:14]([CH3:16])[C:13]([C:17]2[C:22]([F:23])=[CH:21][C:20]([F:24])=[CH:19][C:18]=2[F:25])=[C:12]([CH2:1][CH:2]([CH3:3])[CH2:6][CH3:7])[N:11]=1. Procedure details: At 50° C., 70 ml (0.035 mol) of a 0.5 M solution of 2-methylbutylmagnesium bromide (in tetrahydrofuran) were added to 9.1 g (30 mmol) of 2-methylthio-4-methyl-5-(2,4,6-trifluorophenyl)-6-chloropyrimidine (Example 1.1.) and about 200 mg of bisdiphenylphosphinoferrocenepalladium dichloride in 90 ml of toluene. After about 2 hours, an additional about 200 mg of bisdiphenylphosphinoferrocenepalladium dichloride and, a little at a time, a further 50 ml of a 0.5 M solution of 2-methylbutyl-magnesium b... Procedure: A reaction vessel was charged with 11.1 g of 3,5-dichloro-4-(3-bromopropoxy)-1-(3,3-dichloro-2-propenyloxy)benzene, 3.31 g of benzoic acid, 3.90 g of potassium carbonate and 50 ml of N,N-dimethylformamide. After stirring at room temperature for 24 hours, the reaction mixture was poured into water and extracted twice with 150 ml of diethyl ether. The ether layers were combined, and washed with water, dried over anhydrous magnesium chloride, and then concentrated to give a crude product. The crude... Run in O (water). The reactants are ClC=1C=C(C=C(C1OCCCBr)Cl)OCC=C(Cl)Cl (3,5-dichloro-4-(3-bromopropoxy)-1-(3,3-dichloro-2-propenyloxy)benzene), C(C1=CC=CC=C1)(=O)O (benzoic acid), C([O-])([O-])=O.[K+].[K+] (potassium carbonate), CN(C=O)C (N,N-dimethylformamide), crude product. Product: ClC=1C=C(C=C(C1OCCCOC(C1=CC=CC=C1)=O)Cl)OCC=C(Cl)Cl (3,5-dichloro-4-(3-benzoyloxypropyloxy)-1-(3,3-dichloro-2-propenyloxy)benzene). As a reaction SMILES: [Cl:1][C:2]1[CH:3]=[C:4]([O:14][CH2:15][CH:16]=[C:17]([Cl:19])[Cl:18])[CH:5]=[C:6]([Cl:13])[C:7]=1[O:8][CH2:9][CH2:10][CH2:11]Br.[C:20]([OH:28])(=[O:27])[C:21]1[CH:26]=[CH:25][CH:24]=[CH:23][CH:22]=1.C(=O)([O-])[O-].[K+].[K+].CN(C)C=O>O>[Cl:1][C:2]1[CH:3]=[C:4]([O:14][CH2:15][CH:16]=[C:17]([Cl:19])[Cl:18])[CH:5]=[C:6]([Cl:13])[C:7]=1[O:8][CH2:9][CH2:10][CH2:11][O:28][C:20](=[O:27])[C:21]1[CH:26]=[CH:25][CH:24]=[CH:23][CH:22]=1 |f:2.3.4|. The yield is 95.1%. Conditions: time 24 hour. Starting materials: C(C)N(C=1OC=2C(N1)=C(C=CC2)C(=O)[O-])C.[Li+] (lithium 2-(ethyl(methyl)amino)benzoxazole-4-carboxylate), Cl.Cl.N[C@@H]1CN2CCC1CC2 ((S)-(−)-3-aminoquinuclidine dihydrochloride). Product: N12CCC(CC1)[C@@H](C2)NC(=O)C=2C=CC=C1C2N=C(O1)N(C)CC ((S)—N-(quinuclidine-8-yl)-2-(ethyl(methyl)amino)benzoxazole-4-carboxamide). RXN SMILES: [CH2:1]([N:3]([CH3:16])[C:4]1[O:5][C:6]2[C:7](=[C:9]([C:13]([O-:15])=O)[CH:10]=[CH:11][CH:12]=2)[N:8]=1)[CH3:2].[Li+].Cl.Cl.[NH2:20][C@H:21]1[CH:26]2[CH2:27][CH2:28][N:23]([CH2:24][CH2:25]2)[CH2:22]1>>[N:23]12[CH2:22][C@@H:21]([NH:20][C:13]([C:9]3[CH:10]=[CH:11][CH:12]=[C:6]4[O:5][C:4]([N:3]([CH2:1][CH3:2])[CH3:16])=[N:8][C:7]=34)=[O:15])[CH:26]([CH2:27][CH2:28]1)[CH2:25][CH2:24]2 |f:0.1,2.3.4|. Procedure details: Following general procedure GP-C1, a mixture of lithium 2-(ethyl(methyl)amino)benzoxazole-4-carboxylate and (S)-(−)-3-aminoquinuclidine dihydrochloride were coupled and to afford (S)—N-(quinuclidine-8-yl)-2-(ethyl(methyl)amino)benzoxazole-4-carboxamide, which was converted to the hydrochloride salt following general procedure GP-D1. 1H NMR and MS consistent. Reactants: Cl.ClCCNC(=O)C1=NC=CC=C1 (N-(2-chloroethyl)-2-pyridinecarboxamide hydrochloride), N1CCC(CC1)N1C(NC2=C1C=CC=C2)=O (1,3-dihydro-1-(4-piperidinyl)-2H-benzimidazol-2-one), [I-].[K+] (potassium iodide). The solvent is CC(CC(C)=O)C (4-methyl-2-pentanone). Yields the product O.O.Cl.Cl.O=C1NC2=C(N1C1CCN(CC1)CCNC(=O)C1=NC=CC=C1)C=CC=C2 (N-{2-[4-(2,3-dihydro-2-oxo-1H-benzimidazol-1-yl)-1-piperidinyl]-ethyl}-2-pyridinecarboxamide dihydrochloride dihydrate). RXN SMILES: [ClH:1].[Cl:2][CH2:3][CH2:4][NH:5][C:6]([C:8]1[CH:13]=[CH:12][CH:11]=[CH:10][N:9]=1)=[O:7].[NH:14]1[CH2:19][CH2:18][CH:17]([N:20]2[C:24]3[CH:25]=[CH:26][CH:27]=[CH:28][C:23]=3[NH:22][C:21]2=[O:29])[CH2:16][CH2:15]1.[I-].[K+]>CC(C)CC(=O)C>[OH2:7].[OH2:29].[ClH:2].[ClH:1].[O:29]=[C:21]1[N:20]([CH:17]2[CH2:16][CH2:15][N:14]([CH2:3][CH2:4][NH:5][C:6]([C:8]3[CH:13]=[CH:12][CH:11]=[CH:10][N:9]=3)=[O:7])[CH2:19][CH2:18]2)[C:24]2[CH:25]=[CH:26][CH:27]=[CH:28][C:23]=2[NH:22]1 |f:0.1,3.4,6.7.8.9.10|. Reported procedure: A mixture of 2.2 parts of N-(2-chloroethyl)-2-pyridinecarboxamide hydrochloride, 6.6 parts of 1,3-dihydro-1-(4-piperidinyl)-2H-benzimidazol-2-one, 1.66 parts of potassium iodide and 120 parts of 4-methyl-2-pentanone is stirred and refluxed overnight. After cooling, the precipitated product is filtered off and dissolved in water. The solution is alkalized with sodium carbonate and the product is extracted three times with 4-methyl-2-pentanone. The combined extracts are washed with water, dried, f... The product is CCC(C)C(=O)C1CC1c1cccc(O)c1. The reactants are CS(C)=O, C[S+](C)(C)=O, CCC(C)C(=O)C=Cc1cccc(O)c1, [I-], [Na+], [OH-]. RXN SMILES: [CH3:24][S:25]([CH3:26])=[O:27].[CH3:4][S+:5]([CH3:6])([CH3:7])=[O:8].[CH3:9][CH:10]([CH2:11][CH3:12])[C:13]([CH:14]=[CH:15][c:16]1[cH:17][c:18]([OH:22])[cH:19][cH:20][cH:21]1)=[O:23].[I-:3].[Na+:2].[OH-:1]>>[CH2:4]1[CH:14]([C:13]([CH:10]([CH3:9])[CH2:11][CH3:12])=[O:23])[CH:15]1[c:16]1[cH:17][c:18]([OH:22])[cH:19][cH:20][cH:21]1.